From a dataset of the Open Reaction Database (ORD), a public repository of structured organic reaction records. describe an organic reaction: reactants, conditions, products, and yield Reactants: BrCc1ccc2ccccc2c1, COC(=O)c1ccc(C2CCN(C(=O)OC(C)(C)C)CC2O)cc1. The product is COC(=O)c1ccc(C2CCN(C(=O)OC(C)(C)C)CC2OCc2ccc3ccccc3c2)cc1. As a reaction SMILES: [Br:25][CH2:26][c:27]1[cH:28][c:29]2[cH:30][cH:31][cH:32][cH:33][c:34]2[cH:35][cH:36]1.[OH:1][CH:2]1[CH2:3][N:4]([C:18](=[O:19])[O:20][C:21]([CH3:22])([CH3:23])[CH3:24])[CH2:5][CH2:6][CH:7]1[c:8]1[cH:9][cH:10][c:11]([C:14](=[O:15])[O:16][CH3:17])[cH:12][cH:13]1>>[O:1]([CH:2]1[CH2:3][N:4]([C:18](=[O:19])[O:20][C:21]([CH3:22])([CH3:23])[CH3:24])[CH2:5][CH2:6][CH:7]1[c:8]1[cH:9][cH:10][c:11]([C:14](=[O:15])[O:16][CH3:17])[cH:12][cH:13]1)[CH2:26][c:27]1[cH:28][c:29]2[cH:30][cH:31][cH:32][cH:33][c:34]2[cH:35][cH:36]1.